This data is from the Open Reaction Database (ORD), a public repository of structured organic reaction records. The task is: describe an organic reaction: reactants, conditions, products, and yield Reactants: COC(=O)C(C(=O)c1ccnc(C)c1)c1ccc(OC)cc1Cl, CS(C)=O, [Cl-], [Na+], O. The product is COc1ccc(CC(=O)c2ccnc(C)c2)c(Cl)c1. RXN SMILES: [CH3:1][O:2][C:3]([CH:4]([C:5](=[O:6])[c:7]1[cH:8][c:9]([CH3:13])[n:10][cH:11][cH:12]1)[c:14]1[c:15]([Cl:22])[cH:16][c:17]([O:20][CH3:21])[cH:18][cH:19]1)=[O:23].[CH3:27][S:28]([CH3:29])=[O:30].[Cl-:25].[Na+:24].[OH2:26]>>[CH2:4]([C:5](=[O:6])[c:7]1[cH:8][c:9]([CH3:13])[n:10][cH:11][cH:12]1)[c:14]1[c:15]([Cl:22])[cH:16][c:17]([O:20][CH3:21])[cH:18][cH:19]1. Reactants: O=C(O)C(=O)c1ccccc1, ClCCCl, ClCCl, FC(F)(F)c1ccc(CCNc2ccc(C(F)(F)F)nc2)cc1. Yields the product O=C(C(=O)N(CCc1ccc(C(F)(F)F)cc1)c1ccc(C(F)(F)F)nc1)c1ccccc1. RXN SMILES: [C:24]([c:25]1[cH:26][cH:27][cH:28][cH:29][cH:30]1)(=[O:31])[C:32](=[O:33])[OH:34].[CH2:35]([Cl:36])[CH2:37][Cl:38].[Cl:39][CH2:40][Cl:41].[F:1][C:2]([c:3]1[cH:4][cH:5][c:6]([CH2:9][CH2:10][NH:11][c:12]2[cH:13][n:14][c:15]([C:18]([F:19])([F:20])[F:21])[cH:16][cH:17]2)[cH:7][cH:8]1)([F:22])[F:23]>>[F:1][C:2]([c:3]1[cH:4][cH:5][c:6]([CH2:9][CH2:10][N:11]([c:12]2[cH:13][n:14][c:15]([C:18]([F:19])([F:20])[F:21])[cH:16][cH:17]2)[C:32]([C:24]([c:25]2[cH:26][cH:27][cH:28][cH:29][cH:30]2)=[O:31])=[O:33])[cH:7][cH:8]1)([F:22])[F:23]. Starting materials: [Li]CCCC (n-BuLi), solution, BrC1=CC(=CC(=C1)C(O[SiH](C)C)C(C)(C)C)C(O[SiH](C)C)C(C)(C)C (1-bromo-3,5-bis[(tert-butyl)dimethylsilanyloxymethyl]benzene), CC(=O)C (acetone), [NH4+].[Cl-] (NH4Cl). Solvent: CCCCCC (hexane), C1CCOC1 (THF). Run at temperature -71 celsius. Yields the product OC(C)(C)C1=CC(=CC(=C1)C(O[SiH](C)C)C(C)(C)C)C(O[SiH](C)C)C(C)(C)C (1-(1-hydroxy-1-methylethyl)-3,5-bis[(tert-butyl)dimethylsilanyloxymethyl]benzene). As a reaction SMILES: [Li]CCCC.Br[C:7]1[CH:12]=[C:11]([CH:13]([C:18]([CH3:21])([CH3:20])[CH3:19])[O:14][SiH:15]([CH3:17])[CH3:16])[CH:10]=[C:9]([CH:22]([C:27]([CH3:30])([CH3:29])[CH3:28])[O:23][SiH:24]([CH3:26])[CH3:25])[CH:8]=1.[CH3:31][C:32]([CH3:34])=[O:33].[NH4+].[Cl-]>CCCCCC.C1COCC1>[OH:33][C:32]([C:7]1[CH:12]=[C:11]([CH:13]([C:18]([CH3:20])([CH3:19])[CH3:21])[O:14][SiH:15]([CH3:17])[CH3:16])[CH:10]=[C:9]([CH:22]([C:27]([CH3:30])([CH3:28])[CH3:29])[O:23][SiH:24]([CH3:25])[CH3:26])[CH:8]=1)([CH3:34])[CH3:31] |f:3.4|. Reported procedure: 10.5 ml of n-BuLi as a 1.6M solution in hexane are added dropwise to 4.32 g of 1-bromo-3,5-bis[(tert-butyl)dimethylsilanyloxymethyl]benzene (G. T. Crisp and P. D. Turner, Tetrahedron, 2000, 56 (42), 8335) in solution in 150 ml of THF cooled to −71° C. After 1 h 30, 4.27 ml of acetone are added dropwise. The mixture is allowed to return to AT and then hydrolysed with a saturated aqueous NH4Cl solution. The aqueous phase is extracted with 100 ml of AcOEt, the combined organic phases are dried over... Reaction SMILES: [C:1](=[O:2])([CH3:3])[O:4][CH:5]1[CH2:6][CH2:7][CH2:8][c:9]2[c:10]([O:16][CH2:17][CH:18]=[CH2:19])[c:11]([CH3:15])[cH:12][n:13][c:14]21.[CH3:22][OH:23].[Na+:21].[OH-:20].[OH2:24]>>[OH:4][CH:5]1[CH2:6][CH2:7][CH2:8][c:9]2[c:10]([O:16][CH2:17][CH:18]=[CH2:19])[c:11]([CH3:15])[cH:12][n:13][c:14]21. Starting materials: C=CCOc1c(C)cnc2c1CCCC2OC(C)=O, CO, [Na+], [OH-], O. Yields the product C=CCOc1c(C)cnc2c1CCCC2O. Starting materials: O.NN (hydrazine hydrate), C1(C=2C(C(N1CC=1N3C(SC1C)=CN=C3)=O)=CC=CC2)=O (3-phthalimidomethyl-2-methylimidazo[5,1-b]thiazole). The solvent is C(C)O (ethanol). Yields the product NCC=1N2C(SC1C)=CN=C2 (3-aminomethyl-2-methylimidazo[5,1-b]thiazole). The yield is 85.8%. RXN SMILES: O.NN.C1(=O)[N:8]([CH2:9][C:10]2[N:11]3[CH:18]=[N:17][CH:16]=[C:12]3[S:13][C:14]=2[CH3:15])C(=O)C2=CC=CC=C12>C(O)C>[NH2:8][CH2:9][C:10]1[N:11]2[CH:18]=[N:17][CH:16]=[C:12]2[S:13][C:14]=1[CH3:15] |f:0.1|. Procedure details: A 0.42 ml portion of hydrazine hydrate was added to 30 ml of a dry ethanol solution containing 1.7 g of 3-phthalimidomethyl-2-methylimidazo[5,1-b]thiazole, and the mixture was then heated under reflux for 2 hours. The reaction solution was cooled on ice, and the resulting crystal was filtered and then washed with a small amount of cold methanol. The filtrate was concentrated under reduced pressure, and to the resulting residue, dichloromethane was added. The solution was extracted with 1N hydroc... The reactants are C(=O)([O-])[O-].[Cs+].[Cs+] (Cs2CO3), CI (CH3I), OC1=C2CCC(C2=CC=C1)=O (4-hydroxy-1-indanone). Reaction conditions: time 60 hour. Procedure details: Cs2CO3 (7 g; 21.5 mmol) followed by CH3I (10 g; 70 mmol) was added to a solution of 4-hydroxy-1-indanone (5.0 g; 34 mmol) in THF (30 mL) and the mixture was stirred at RT for 60 h. The reaction mixture was filtered and concentrated, and the crude product was purified using flash chromatography (SiO2; methylene chloride) to yield 3.1 g (56%) of the sub-title substance. Reaction SMILES: [C:1]([O-])([O-])=O.[Cs+].[Cs+].CI.[OH:9][C:10]1[CH:18]=[CH:17][CH:16]=[C:15]2[C:11]=1[CH2:12][CH2:13][C:14]2=[O:19]>C1COCC1>[CH3:1][O:9][C:10]1[CH:18]=[CH:17][CH:16]=[C:15]2[C:11]=1[CH2:12][CH2:13][C:14]2=[O:19] |f:0.1.2|. Yields the product COC1=C2CCC(C2=CC=C1)=O (4-Methoxy-1-indanone). The solvent is C1CCOC1 (THF). Reactants: ClC1CC(N1C(C(=O)OC)=C1SCC(S1)(O)C(F)(F)F)=O (methyl 2-(4-chloro-2-azetidinon-1-yl)-2-(4-trifluoromethyl-4-hydroxy-1,3-dithiolan-2-ylidene)acetate). The solvent is C(Cl)Cl (methylene chloride), C(C)N(CC)CC (triethylamine). Run at time 2 hour. Product: O.FC(C(CSC=1S[C@H]2N(C1C(=O)OC)C(C2)=O)=O)(F)F (Methyl 2-(3,3,3-trifluoro-2-oxopropylthio)penem-3-carboxylate hydrate). RXN SMILES: Cl[CH:2]1[N:5]([C:6](=[C:11]2[S:15][C:14]([C:17]([F:20])([F:19])[F:18])([OH:16])[CH2:13][S:12]2)[C:7]([O:9][CH3:10])=[O:8])[C:4](=[O:21])[CH2:3]1>C(Cl)Cl.C(N(CC)CC)C>[OH2:8].[F:18][C:17]([F:20])([F:19])[C:14](=[O:16])[CH2:13][S:12][C:11]1[S:15][C@@H:2]2[CH2:3][C:4](=[O:21])[N:5]2[C:6]=1[C:7]([O:9][CH3:10])=[O:8] |f:3.4|. Procedure: Sulphuryl chloride (59.7 mg, 35.8 μl, 0.442 mmole) was added to a solution of methyl 2-(4-methylthio-2-azetidinon-1-yl)-2-(4-trifluoromethyl-4-hydroxy-1,3-dithiolan-2-ylidene)acetate (166 mg, 0.442 mmole) in methylene chloride (3 ml) at room temperature, with stirring. After this addition, the solution was stirred for 3 minutes and then the solvent was distilled off to give the crude methyl 2-(4-chloro-2-azetidinon-1-yl)-2-(4-trifluoromethyl-4-hydroxy-1,3-dithiolan-2-ylidene)acetate. This 4-chlo... The reactants are ClC=1N=C(C2=C(N1)N(C=C2)S(=O)(=O)C2=CC=C(C)C=C2)NC2=CC=C1C(=NNC1=C2)C (2-chloro-N-(3-methyl-1H-indazol-6-yl)-7-tosyl-7H-pyrrolo[2,3-d]pyrimidin-4-amine), NC1=CC=C(C=C1)N1CCN(CC1)C(C)=O (1-(4-(4-aminophenyl)piperazin-1-yl)ethanone), C[Si](C)(C)Cl (trimethylsilyl chloride). Run in CCCCO (n-BuOH). Yield: 8.2%. Reaction conditions: temperature 116 celsius. Reported procedure: A mixture of 2-chloro-N-(3-methyl-1H-indazol-6-yl)-7-tosyl-7H-pyrrolo[2,3-d]pyrimidin-4-amine (260 mg, 0.574 mmol), 1-(4-(4-aminophenyl)piperazin-1-yl)ethanone (251 mg, 1.15 mmol) and trimethylsilyl chloride (TMSCl) (0.150 mL, 1.19 mmol) in n-BuOH (5 mL) was heated at 116° C. for 48 h. It was then purified by HPLC to give 1-(4-(4-(4-(3-methyl-1H-indazol-6-ylamino)-7-tosyl-7H-pyrrolo[2,3-d]pyrimidin-2-ylamino)phenyl)piperazin-1-yl)ethanone (30 mg). As a reaction SMILES: Cl[C:2]1[N:3]=[C:4]([NH:21][C:22]2[CH:30]=[C:29]3[C:25]([C:26]([CH3:31])=[N:27][NH:28]3)=[CH:24][CH:23]=2)[C:5]2[CH:10]=[CH:9][N:8]([S:11]([C:14]3[CH:20]=[CH:19][C:17]([CH3:18])=[CH:16][CH:15]=3)(=[O:13])=[O:12])[C:6]=2[N:7]=1.[NH2:32][C:33]1[CH:38]=[CH:37][C:36]([N:39]2[CH2:44][CH2:43][N:42]([C:45](=[O:47])[CH3:46])[CH2:41][CH2:40]2)=[CH:35][CH:34]=1.C[Si](Cl)(C)C>CCCCO>[CH3:31][C:26]1[C:25]2[C:29](=[CH:30][C:22]([NH:21][C:4]3[C:5]4[CH:10]=[CH:9][N:8]([S:11]([C:14]5[CH:20]=[CH:19][C:17]([CH3:18])=[CH:16][CH:15]=5)(=[O:13])=[O:12])[C:6]=4[N:7]=[C:2]([NH:32][C:33]4[CH:34]=[CH:35][C:36]([N:39]5[CH2:40][CH2:41][N:42]([C:45](=[O:47])[CH3:46])[CH2:43][CH2:44]5)=[CH:37][CH:38]=4)[N:3]=3)=[CH:23][CH:24]=2)[NH:28][N:27]=1. Yields the product CC1=NNC2=CC(=CC=C12)NC=1C2=C(N=C(N1)NC1=CC=C(C=C1)N1CCN(CC1)C(C)=O)N(C=C2)S(=O)(=O)C2=CC=C(C)C=C2 (1-(4-(4-(4-(3-methyl-1H-indazol-6-ylamino)-7-tosyl-7H-pyrrolo[2,3-d]pyrimidin-2-ylamino)phenyl)piperazin-1-yl)ethanone). The reactants are C1CCOC1, COc1c(F)cccc1C(C)(C)CC(CO)(O[Si](C)(C)C)C(F)(F)F, O. Product: COc1c(F)cccc1C(C)(C)CC(O)(CO)C(F)(F)F. RXN SMILES: [CH2:27]1[O:28][CH2:29][CH2:30][CH2:31]1.[F:1][c:2]1[c:3]([O:24][CH3:25])[c:4]([C:8]([CH2:9][C:10]([CH2:11][OH:12])([O:13][Si:14]([CH3:15])([CH3:16])[CH3:17])[C:18]([F:19])([F:20])[F:21])([CH3:22])[CH3:23])[cH:5][cH:6][cH:7]1.[OH2:26]>>[F:1][c:2]1[c:3]([O:24][CH3:25])[c:4]([C:8]([CH2:9][C:10]([CH2:11][OH:12])([OH:13])[C:18]([F:19])([F:20])[F:21])([CH3:22])[CH3:23])[cH:5][cH:6][cH:7]1.